This data is from the Open Reaction Database (ORD), a public repository of structured organic reaction records. The task is: describe an organic reaction: reactants, conditions, products, and yield Reactants: CC(N)=S, ClC(Cl)Cl, ClCc1ccccc1. Product: CC(=N)SCc1ccccc1, Cl. RXN SMILES: [CH3:1][C:2]([NH2:3])=[S:4].[CH:13]([Cl:14])([Cl:15])[Cl:16].[Cl:5][CH2:6][c:7]1[cH:8][cH:9][cH:10][cH:11][cH:12]1>>[CH3:1][C:2](=[NH:3])[S:4][CH2:6][c:7]1[cH:8][cH:9][cH:10][cH:11][cH:12]1.[ClH:5]. RXN SMILES: [H-].[Al+3].[Li+].[H-].[H-].[H-].[CH3:7][N:8]([CH3:30])[C:9](=O)[C:10]([C:12]1[C:20]2[C:15](=[CH:16][CH:17]=[CH:18][CH:19]=2)[NH:14][C:13]=1[C:21]1[C:22]([CH2:27][CH3:28])=[N:23][O:24][C:25]=1[CH3:26])=[O:11]>O1CCCC1>[CH3:30][N:8]([CH2:9][CH:10]([C:12]1[C:20]2[C:15](=[CH:16][CH:17]=[CH:18][CH:19]=2)[NH:14][C:13]=1[C:21]1[C:22]([CH2:27][CH3:28])=[N:23][O:24][C:25]=1[CH3:26])[OH:11])[CH3:7] |f:0.1.2.3.4.5|. Conditions: time 5 hour. Run in O1CCCC1 (tetrahydrofuran), O1CCCC1 (tetrahydrofuran). Product: CN(C)CC(O)C1=C(NC2=CC=CC=C12)C=1C(=NOC1C)CC (α-(dimethylaminomethyl)-2-(3-ethyl-5-methyl-4-isoxazolyl)-1H-indole-3-methanol). Procedure details: To a suspension of 9.9 g (0.26 mole) of lithium aluminum hydride and 950 ml. tetrahydrofuran under nitrogen there is added 21.0 g. (0.065 mole) of N,N-dimethyl-2-(3-ethyl-5-methyl-4-isoxazolyl)-3-indoleglyoxylamide in 735 ml. of tetrahydrofuran, while maintaining the temperature between 20° to 25° C. After addition is complete, the mixture is stirred at room temperature for 5 hours then cooled to 0° and quenched by the addition dropwise of 20 ml. of water in 180 ml. of tetrahydrofuran. The resul... Reactants: [H-].[Al+3].[Li+].[H-].[H-].[H-] (lithium aluminum hydride), CN(C(C(=O)C1=C(NC2=CC=CC=C12)C=1C(=NOC1C)CC)=O)C (N,N-dimethyl-2-(3-ethyl-5-methyl-4-isoxazolyl)-3-indoleglyoxylamide). As a reaction SMILES: [CH2:1]([O:3][C:4]([C@@H:6]([NH:24][C@@H:25]1[C:31](=[O:32])[N:30]([CH2:33][C:34]([O:36][C:37]([CH3:40])([CH3:39])[CH3:38])=[O:35])[C:29]2[CH:41]=[CH:42][CH:43]=[CH:44][C:28]=2[O:27][CH2:26]1)[CH2:7][CH2:8][CH2:9][CH2:10][CH2:11][CH2:12][N:13]1C(=O)C2=CC=CC=C2[C:14]1=[O:23])=[O:5])[CH3:2].[OH2:45].NN>C(O)C>[C:37]([O:45][C:14]([NH:13][CH2:12][CH2:11][CH2:10][CH2:9][CH2:8][CH2:7][C@H:6]([NH:24][C@@H:25]1[C:31](=[O:32])[N:30]([CH2:33][C:34]([O:36][C:37]([CH3:40])([CH3:38])[CH3:39])=[O:35])[C:29]2[CH:41]=[CH:42][CH:43]=[CH:44][C:28]=2[O:27][CH2:26]1)[C:4]([O:3][CH2:1][CH3:2])=[O:5])=[O:23])([CH3:40])([CH3:39])[CH3:38] |f:1.2|. Isolated yield 153.3%. Solvent: C(C)O (ethanol). Reported procedure: In 10 ml of ethanol is dissolved 0.7 g of tert-butyl 3(S)-[1(S)-ethoxycarbonyl-7-phthalimidoheptyl]amino-4-oxo-2,3,4,5-tetrahydro-1,5-benzoxazepine-5-acetate obtained in Example 64, and hydrazine hydrate (0.29 g) is added to the solution. After standing overnight, the solution is concentrated under reduced pressure, diluted with 50 ml of water and extracted five times with 30 ml each of ethyl acetate. To the ethyl acetate layer are added 50 ml of water and 0.7 g of sodium bicarbonate and 0.38 g ... Starting materials: C(C)OC(=O)[C@H](CCCCCCN1C(C=2C(C1=O)=CC=CC2)=O)N[C@H]2COC1=C(N(C2=O)CC(=O)OC(C)(C)C)C=CC=C1 (tert-butyl 3(S)-[1(S)-ethoxycarbonyl-7-phthalimidoheptyl]amino-4-oxo-2,3,4,5-tetrahydro-1,5-benzoxazepine-5-acetate), O.NN (hydrazine hydrate). Yields the product C(C)(C)(C)OC(=O)NCCCCCC[C@@H](C(=O)OCC)N[C@H]1COC2=C(N(C1=O)CC(=O)OC(C)(C)C)C=CC=C2 (tert-butyl 3(S)-[7-tert-butoxycarbonylamino-1(S)-ethoxycarbonylheptyl]amino-4-oxo-2,3,4,5-tetrahydro-1,5-benzoxazepine-5-acetate). Conditions: time 8 hour. The reactants are [H-].[Li+] (lithium hydride), [H][H] (hydrogen), ClC1=C(C(=CC=C1)C)N=C=O (2-chloro-6-methylphenyl isocyanate), I.N=C1NCCN1 (2-iminoimidazolidine hydroiodide). Solvent: CN(C=O)C (dimethylformamide), CN(C=O)C (dimethylformamide), CN(C=O)C (dimethylformamide). Conditions: temperature 5 celsius, time 15 minute. Yields the product ClC1=C(C(=CC=C1)C)NC(=O)N=C1NCCN1 (N-(2-chloro-6-methylphenyl)-N'-(2-imidazolidinylidene)urea). As a reaction SMILES: I.[NH:2]=[C:3]1[NH:7][CH2:6][CH2:5][NH:4]1.[H-].[Li+].[H][H].[Cl:12][C:13]1[CH:18]=[CH:17][CH:16]=[C:15]([CH3:19])[C:14]=1[N:20]=[C:21]=[O:22]>CN(C)C=O>[Cl:12][C:13]1[CH:18]=[CH:17][CH:16]=[C:15]([CH3:19])[C:14]=1[NH:20][C:21]([N:2]=[C:3]1[NH:7][CH2:6][CH2:5][NH:4]1)=[O:22] |f:0.1,2.3|. Procedure details: A solution of 10.65 grams (0.05 mole) of 2-iminoimidazolidine hydroiodide in dimethylformamide is added dropwise with stirring over a 15 minute period to a cooled to 5° C. suspension of 397.5 milligrams (0.05 mole) of lithium hydride in 50 milliliters of dry dimethylformamide under nitrogen whereupon hydrogen evolution is observed. While stirring is continued, the mixture is allowed to gradually warm to room temperature. Thereafter, the reaction mixture is cooled to 0°-5° C. and a solution of 5.... Reactants: C=CC1=CC=CC=C1 (Styrene), C(C(=C)C)(=O)OC (methyl methacrylate), C(C(=C)C)(=O)OCC1CO1 (glycidyl methacrylate), N(=NC(C)(CCC)C#N)C(C)(CCC)C#N (2,2′-azobis(2-cyanopentane)). Solvent: CC(CC)=O (2-butanone). Yields the product C=CC1=CC=CC=C1.C(C(=C)C)(=O)OC.C(C(=C)C)(=O)OCC1CO1 (styrene methyl methacrylate glycidyl methacrylate). RXN SMILES: [CH2:1]=[CH:2][C:3]1[CH:8]=[CH:7][CH:6]=[CH:5][CH:4]=1.[C:9]([O:14][CH3:15])(=[O:13])[C:10]([CH3:12])=[CH2:11].[C:16]([O:21][CH2:22][CH:23]1[O:25][CH2:24]1)(=[O:20])[C:17]([CH3:19])=[CH2:18].N(C(C#N)(CCC)C)=NC(C#N)(CCC)C>CC(=O)CC>[CH2:1]=[CH:2][C:3]1[CH:8]=[CH:7][CH:6]=[CH:5][CH:4]=1.[C:9]([O:14][CH3:15])(=[O:13])[C:10]([CH3:12])=[CH2:11].[C:16]([O:21][CH2:22][CH:23]1[O:25][CH2:24]1)(=[O:20])[C:17]([CH3:19])=[CH2:18] |f:5.6.7|. Procedure: Styrene (4.8 g), methyl methacrylate (2.85 g), glycidyl methacrylate (0.3 g) and 2,2′-azobis(2-cyanopentane) (0.3 g) are dissolved in 2-butanone (40 mL) and degassed using five vacuum/nitrogen purges. The reaction is refluxed for 24 hours and then precipitated into methanol (1 L), filtered, rinsed with additional methanol and sucked dry overnight. A white polymer is obtained with Mw/Mn=16,000/8,300=1.9 Starting materials: CCOC(=O)CCCCBr, O=C([O-])[O-], CN(C)C=O, [K+], [K+], O, Cc1ccc(-c2c(CNC(=O)OC(C)(C)C)c(CC(C)C)nc3ccc(O)cc23)cc1. The product is CCOC(=O)CCCCOc1ccc2nc(CC(C)C)c(CNC(=O)OC(C)(C)C)c(-c3ccc(C)cc3)c2c1. RXN SMILES: [Br:32][CH2:33][CH2:34][CH2:35][CH2:36][C:37](=[O:38])[O:39][CH2:40][CH3:41].[C:42](=[O:43])([O-:44])[O-:45].[CH3:48][N:49]([CH3:50])[CH:51]=[O:52].[K+:46].[K+:47].[OH2:53].[OH:1][c:2]1[cH:3][c:4]2[c:5](-[c:25]3[cH:26][cH:27][c:28]([CH3:31])[cH:29][cH:30]3)[c:6]([CH2:16][NH:17][C:18]([O:19][C:20]([CH3:21])([CH3:22])[CH3:23])=[O:24])[c:7]([CH2:12][CH:13]([CH3:14])[CH3:15])[n:8][c:9]2[cH:10][cH:11]1>>[O:1]([c:2]1[cH:3][c:4]2[c:5](-[c:25]3[cH:26][cH:27][c:28]([CH3:31])[cH:29][cH:30]3)[c:6]([CH2:16][NH:17][C:18]([O:19][C:20]([CH3:21])([CH3:22])[CH3:23])=[O:24])[c:7]([CH2:12][CH:13]([CH3:14])[CH3:15])[n:8][c:9]2[cH:10][cH:11]1)[CH2:33][CH2:34][CH2:35][CH2:36][C:37](=[O:38])[O:39][CH2:40][CH3:41]. The reactants are ClC(C(=O)[O-])(F)F.[Na+] (sodium chlorodifluoroacetate), C1(=CC=CC=C1)C(=C)O[Si](C)(C)C ((1-phenylvinyloxy)-trimethylsilane), C1(=CC=CC=C1)C(=C)O[Si](C)(C)C ((1-phenylvinyloxy)-trimethylsilane). The solvent is COCCOCCOC (diglyme), COCCOCCOC (diglyme). Conditions: time 5 minute. Product: Compound 4, C(C)(=O)C1=CC=CC=C1 (acetophenone). RXN SMILES: [C:1]1([C:7]([O:9][Si](C)(C)C)=[CH2:8])[CH:6]=[CH:5][CH:4]=[CH:3][CH:2]=1.ClC(F)(F)C([O-])=O.[Na+]>COCCOCCOC>[C:7]([C:1]1[CH:6]=[CH:5][CH:4]=[CH:3][CH:2]=1)(=[O:9])[CH3:8] |f:1.2|. Reported procedure: Specifically, (1-phenylvinyloxy)-trimethylsilane (Compound 1g; 61.3 mg, 0.32 mmol) and diglyme (1.0 mL) were put into a two-neck evacuation flask under nitrogen atmosphere, and a diglyme (3.0 mL) solution of sodium chlorodifluoroacetate (292 mg, 1.9 mmol) was added dropwise to the mixture at 180° C. for 55 minutes, and then the mixture was stirred for 5 minutes. The reaction mixture was washed with water, and then dried with sodium sulfate. The solvent was distilled away under reduced pressure, ... The reactants are CC1=CC=C(C=C1)S(=O)(=O)OC1CN=C(C1(F)F)C=1C(=NC=CC1)F (4,4-difluoro-5-(2-fluoropyridin-3-yl)-3,4-dihydro-2H-pyrrol-3-yl 4-methylbenzenesulfonate), [BH4-].[Na+] (sodium borohydride), CO (methanol). Solvent: O1CCCC1 (tetrahydrofuran). Run at time 3 hour. Product: CC1=CC=C(C=C1)S(=O)(=O)OC1CNC(C1(F)F)C=1C(=NC=CC1)F (4,4-difluoro-5-(2-fluoropyridin-3-yl)pyrrolidin-3-yl 4-methylbenzenesulfonate). RXN SMILES: [CH3:1][C:2]1[CH:7]=[CH:6][C:5]([S:8]([O:11][CH:12]2[C:16]([F:18])([F:17])[C:15]([C:19]3[C:20]([F:25])=[N:21][CH:22]=[CH:23][CH:24]=3)=[N:14][CH2:13]2)(=[O:10])=[O:9])=[CH:4][CH:3]=1.[BH4-].[Na+].CO>O1CCCC1>[CH3:1][C:2]1[CH:3]=[CH:4][C:5]([S:8]([O:11][CH:12]2[C:16]([F:18])([F:17])[CH:15]([C:19]3[C:20]([F:25])=[N:21][CH:22]=[CH:23][CH:24]=3)[NH:14][CH2:13]2)(=[O:9])=[O:10])=[CH:6][CH:7]=1 |f:1.2|. Procedure: To a solution of 4,4-difluoro-5-(2-fluoropyridin-3-yl)-3,4-dihydro-2H-pyrrol-3-yl 4-methylbenzenesulfonate (18.0 g) in tetrahydrofuran (180 mL) was added sodium borohydride (3.68 g) under ice-cooling, methanol (90 mL) was further added, and the mixture was stirred for 3 hr. The reaction mixture was concentrated under reduced pressure, and the residue was diluted with ethyl acetate and washed with water. The separated aqueous layer was extracted again with ethyl acetate. Combined organic layers w... Reactants: [Br-].O[C@H]1C[N+]2(CCC1CC2)CC(NC2=NOC=C2)=O ((R)-3-hydroxy-1-(isoxazol-3-ylcarbamoylmethyl)-1-azonia-bicyclo[2.2.2]octane bromide), 2,2′-diphenylpropionic acid, C1(CCCC1)C(C(=O)O)(C1=CC=CC=C1)O (cyclopentyl-hydroxy-phenyl-acetic acid), [Br-].O[C@H]1C[N+]2(CCC1CC2)CC(NC2=NC=CN=C2)=O ((R)-3-Hydroxy-1-(pyrazin-2-ylcarbamoylmethyl)-1-azonia-bicyclo[2.2.2]octane bromide), [Br-].O[C@H]1C[N+]2(CCC1CC2)CC(NC2=NC=CN=C2)=O ((R)-3-Hydroxy-1-(pyrazin-2-ylcarbamoylmethyl)-1-azonia-bicyclo[2.2.2]octane bromide). The product is [Br-].C1(CCCC1)C(C(=O)O[C@H]1C[N+]2(CCC1CC2)CC(NC2=NC=CN=C2)=O)(C2=CC=CC=C2)O ((R)-3-(2-Cyclopentyl-2-hydroxy-2-phenyl-acetoxy)-1-(pyrazin-2-ylcarbamoylmethyl)-1-azonia-bicyclo[2.2.2]octane bromide). RXN SMILES: [Br-:1].O[C@@H]1C2CC[N+](CC(=O)NC3C=CON=3)(CC2)C1.[Br-].[OH:21][C@@H:22]1[CH:27]2[CH2:28][CH2:29][N+:24]([CH2:30][C:31](=[O:39])[NH:32][C:33]3[CH:38]=[N:37][CH:36]=[CH:35][N:34]=3)([CH2:25][CH2:26]2)[CH2:23]1.[CH:40]1([C:45]([OH:55])([C:49]2[CH:54]=[CH:53][CH:52]=[CH:51][CH:50]=2)[C:46](O)=[O:47])[CH2:44][CH2:43][CH2:42][CH2:41]1>>[Br-:1].[CH:40]1([C:45]([OH:55])([C:49]2[CH:50]=[CH:51][CH:52]=[CH:53][CH:54]=2)[C:46]([O:21][C@@H:22]2[CH:27]3[CH2:28][CH2:29][N+:24]([CH2:30][C:31](=[O:39])[NH:32][C:33]4[CH:38]=[N:37][CH:36]=[CH:35][N:34]=4)([CH2:25][CH2:26]3)[CH2:23]2)=[O:47])[CH2:44][CH2:43][CH2:42][CH2:41]1 |f:0.1,2.3,5.6|. Reported procedure: This compound is prepared using an method analogous to Example 4 by replacing (R)-3-hydroxy-1-(isoxazol-3-ylcarbamoylmethyl)-1-azonia-bicyclo[2.2.2]octane bromide (Intermediate A) with (R)-3-Hydroxy-1-(pyrazin-2-ylcarbamoylmethyl)-1-azonia-bicyclo[2.2.2]octane bromide (Intermediate H) and 2,2′-diphenylpropionic acid with cyclopentyl-hydroxy-phenyl-acetic acid. Reactants: CC(C)(C)OC(=O)N1CCCC1C(=O)O, NCc1ccccc1. Product: CC(C)(C)OC(=O)N1CCCC1C(=O)NCc1ccccc1. RXN SMILES: [C:1]([CH3:2])([CH3:3])([CH3:4])[O:5][C:6](=[O:7])[N:8]1[CH:9]([C:10](=[O:11])[OH:12])[CH2:13][CH2:14][CH2:15]1.[NH2:16][CH2:17][c:18]1[cH:19][cH:20][cH:21][cH:22][cH:23]1>>[C:1]([CH3:2])([CH3:3])([CH3:4])[O:5][C:6](=[O:7])[N:8]1[CH:9]([C:10](=[O:12])[NH:16][CH2:17][c:18]2[cH:19][cH:20][cH:21][cH:22][cH:23]2)[CH2:13][CH2:14][CH2:15]1.